This data is from the Open Reaction Database (ORD), a public repository of structured organic reaction records. The task is: describe an organic reaction: reactants, conditions, products, and yield The reactants are Cl (hydrochloric acid), C(=O)(OCC1C2=CC=CC=C2C2=CC=CC=C12)ON1C(=O)CCC1=O (Fmoc-OSu), C(O)([O-])=O.[Na+] (sodium hydrogencarbonate), N[C@@H](CC1=CC(=C(C=C1)O)C(C)(C)C)C(=O)OC (Tyr(3-tBu)-OMe), [OH-].[Na+] (sodium hydroxide). The solvent is O1CCOCC1 (1,4-dioxane), CO (methanol). Reaction conditions: time 2 hour. Product: N([C@@H](CC1=CC(=C(C=C1)O)C(C)(C)C)C(=O)O)C(=O)OCC1C2=CC=CC=C2C2=CC=CC=C12 (Fmoc-Tyr(3-tBu)-OH). Isolated yield 61.0%. Reaction SMILES: [NH2:1][C@H:2]([C:15]([O:17]C)=[O:16])[CH2:3][C:4]1[CH:9]=[CH:8][C:7]([OH:10])=[C:6]([C:11]([CH3:14])([CH3:13])[CH3:12])[CH:5]=1.[OH-].[Na+].[C:21](ON1C(=O)CCC1=O)([O:23][CH2:24][CH:25]1[C:37]2[C:32](=[CH:33][CH:34]=[CH:35][CH:36]=2)[C:31]2[C:26]1=[CH:27][CH:28]=[CH:29][CH:30]=2)=[O:22].C(=O)([O-])O.[Na+].Cl>CO.O1CCOCC1>[NH:1]([C:21]([O:23][CH2:24][CH:25]1[C:26]2[C:31](=[CH:30][CH:29]=[CH:28][CH:27]=2)[C:32]2[C:37]1=[CH:36][CH:35]=[CH:34][CH:33]=2)=[O:22])[C@H:2]([C:15]([OH:17])=[O:16])[CH2:3][C:4]1[CH:9]=[CH:8][C:7]([OH:10])=[C:6]([C:11]([CH3:12])([CH3:13])[CH3:14])[CH:5]=1 |f:1.2,4.5|. Procedure: To a solution of 2.0 g (8.0 mmol) of Tyr(3-tBu)-OMe in 40 ml of methanol, 8.8 ml (8.8 mmol) of 1 N aqueous sodium hydroxide was added dropwise under cooling with ice and the mixture was stirred for 2 hours, followed by stirring at room temperature for additional 4 hours. The reaction mixture was concentrated under reduced pressure and 1 N HCl was added under cooling with ice for pH adjustment to 9; to the reaction being maintained at pH 8-9, a solution of 3.0 g (8.8 mmol) of Fmoc-OSu in 1,4-diox... Starting materials: C=1C=CC2=C(C1)N=NN2O (HOBT), Cl (HCl), CN1CCOCC1 (N-methylmorpholine), C(C1=CC=CC=C1)OC(CN1C(=C(N=C(C1=O)NCCC1=CC(=CC=C1)CN(C(C(F)(F)F)=O)C)Cl)C)=O (Benzyl-2-[3-chloro-2-methyl-5-[(3{[methyl(2,2,2-trifluoroacetyl)amino]methyl}phenethyl)amino]-6-oxo-1(6H) pyrazinyl]acetate), CC1=CNC2=CC=C(C=C12)CN ((3-methyl-1H-indol-5-yl)methylamine), crude mixture. Reagents/catalysts: [OH-].[OH-].[Pd+2] (Pearlman's catalyst). The solvent is CN(C)C=O (DMF), CO (methanol). Conditions: time 2.5 hour. Product: FC(C(=O)N(CC1=CC(=CC=C1)CCNC1=NC=C(N(C1=O)CC(=O)NCC=1C=C2C(=CNC2=CC1)C)C)C)(F)F (2,2,2-Trifluoro-N-methyl-N-[3-(2-{[5-methyl-4-(2-{[(3-methyl-1H-indol-5-yl)methyl]amino}-2-oxoethyl)-3-oxo-3.4-dihydro-2-pyrazinyl]amino}ethyl)benzyl]acetamide). The yield is 20.5%. Reaction SMILES: C(O[C:9](=[O:38])[CH2:10][N:11]1[C:16](=[O:17])[C:15]([NH:18][CH2:19][CH2:20][C:21]2[CH:26]=[CH:25][CH:24]=[C:23]([CH2:27][N:28]([CH3:35])[C:29](=[O:34])[C:30]([F:33])([F:32])[F:31])[CH:22]=2)=[N:14][C:13](Cl)=[C:12]1[CH3:37])C1C=CC=CC=1.[CH3:39][C:40]1[C:48]2[C:43](=[CH:44][CH:45]=[C:46]([CH2:49][NH2:50])[CH:47]=2)[NH:42][CH:41]=1.C1C=CC2N(O)N=NC=2C=1.Cl.CN1CCOCC1>CO.[OH-].[OH-].[Pd+2].CN(C=O)C>[F:33][C:30]([F:31])([F:32])[C:29]([N:28]([CH3:35])[CH2:27][C:23]1[CH:24]=[CH:25][CH:26]=[C:21]([CH2:20][CH2:19][NH:18][C:15]2[C:16](=[O:17])[N:11]([CH2:10][C:9]([NH:50][CH2:49][C:46]3[CH:47]=[C:48]4[C:43](=[CH:44][CH:45]=3)[NH:42][CH:41]=[C:40]4[CH3:39])=[O:38])[C:12]([CH3:37])=[CH:13][N:14]=2)[CH:22]=1)=[O:34] |f:6.7.8|. Reported procedure: Benzyl-2-[3-chloro-2-methyl-5-[(3{[methyl(2,2,2-trifluoroacetyl)amino]methyl}phenethyl)amino]-6-oxo-1(6H) pyrazinyl]acetate (preparation 37) (200 mg, 0.36 mmol) was dissolved in methanol (80 ml), treated with Pearlman's catalyst (80 mg) and stirred under a hydrogen atmosphere (60 psi, room temperature, 2.5 hr). The catalyst was removed by filtration, followed by evaporation of the solvent and azeotroping with CH2Cl2 to yield a crude solid. To the crude mixture, (3-methyl-1H-indol-5-yl)methylamin... Reactants: [H-].[Na+] (Sodium hydride), ClC1=C(C(=O)O)C=C(C=C1)[N+](=O)[O-] (2-chloro-5-nitrobenzoic acid), COC1=CC=C(C=C1)CS (4-methoxy-α-toluenethiol). Solvent: CN(C=O)C (dimethylformamide), CN(C=O)C (dimethylformamide). Reaction conditions: time 5 minute. Yields the product COC1=CC=C(C=C1)CSC1=C(C(=O)O)C=C(C=C1)[N+](=O)[O-] (2-[[(4-methoxyphenyl)methyl]thio]-5-nitrobenzoic acid). Yield: 62.6%. Reaction SMILES: [H-].[Na+].Cl[C:4]1[CH:12]=[CH:11][C:10]([N+:13]([O-:15])=[O:14])=[CH:9][C:5]=1[C:6]([OH:8])=[O:7].[CH3:16][O:17][C:18]1[CH:23]=[CH:22][C:21]([CH2:24][SH:25])=[CH:20][CH:19]=1>CN(C)C=O>[CH3:16][O:17][C:18]1[CH:23]=[CH:22][C:21]([CH2:24][S:25][C:4]2[CH:12]=[CH:11][C:10]([N+:13]([O-:15])=[O:14])=[CH:9][C:5]=2[C:6]([OH:8])=[O:7])=[CH:20][CH:19]=1 |f:0.1|. Procedure details: Sodium hydride (60% dispersion in mineral oil, 3.6 g, 0.088 mol) was added to a cold solution of 2-chloro-5-nitrobenzoic acid (16.1 g, 0.08 mol) in dimethylformamide (200 mL) and the mixture was stirred for 5 min. The cold mixture was treated dropwise with a solution of 4-methoxy-α-toluenethiol (13.2 g, 0.08 mol) in dimethylformamide (80 mL) and stirred at room temperature for 16 h. The mixture was concentrated in vacuo, and the residue was diluted with water and acidified with dilute hydrochlor... Reactants: C1(CC1)N(C(OC(C)(C)C)=O)[C@@H]1[C@@H](CNCC1)F (tert-butyl N-cyclopropyl-N-[(3R,4S)-3-fluoropiperidin-4-yl]carbamate), ClC1=NC=C(C=N1)CC (2-chloro-5-ethylpyrimidine), Intermediate 87. The product is C1(CC1)NC1C(CN(CC1)C1=NC=C(C=N1)CC)F (N-Cyclopropyl-1-(5-ethylpyrimidin-2-yl)-3-fluoropiperidin-4-amine). Reaction SMILES: [CH:1]1([N:4]([C@H:12]2[CH2:17][CH2:16][NH:15][CH2:14][C@H:13]2[F:18])C(=O)OC(C)(C)C)[CH2:3][CH2:2]1.Cl[C:20]1[N:25]=[CH:24][C:23]([CH2:26][CH3:27])=[CH:22][N:21]=1>>[CH:1]1([NH:4][CH:12]2[CH2:17][CH2:16][N:15]([C:20]3[N:25]=[CH:24][C:23]([CH2:26][CH3:27])=[CH:22][N:21]=3)[CH2:14][CH:13]2[F:18])[CH2:2][CH2:3]1. Procedure details: The title compound is prepared from tert-butyl N-cyclopropyl-N-[(3R,4S)-3-fluoropiperidin-4-yl]carbamate and 2-chloro-5-ethylpyrimidine following a procedure analogous to that described for Intermediate 87. LC (method 20): tR=1.80 min; Mass spectrum (APCI): m/z=265 [M+H]+. Product: OC1=C2CC(CC(C2=CC=C1OC)=O)C1=CC=CC=C1 (5-Hydroxy-6-methoxy-3-phenyl-1,2,3,4-tetrahydro-1-naphthalenone). Solvent: CS(=O)C (DMSO), CCCCCC (hexane). Reactants: CI (methyl iodide), [H-].[Na+] (sodium hydride), oil, OC1=C2CC(CC(C2=CC=C1O)=O)C1=CC=CC=C1 (5,6-dihydroxy-3-phenyl-1,2,3,4-tetrahydro-1-naphthalenone), Cl (hydrochloric acid). Reaction SMILES: [H-].[Na+].[OH:3][C:4]1[C:13]([OH:14])=[CH:12][CH:11]=[C:10]2[C:5]=1[CH2:6][CH:7]([C:16]1[CH:21]=[CH:20][CH:19]=[CH:18][CH:17]=1)[CH2:8][C:9]2=[O:15].[CH3:22]I.Cl>CCCCCC.CS(C)=O>[OH:3][C:4]1[C:13]([O:14][CH3:22])=[CH:12][CH:11]=[C:10]2[C:5]=1[CH2:6][CH:7]([C:16]1[CH:21]=[CH:20][CH:19]=[CH:18][CH:17]=1)[CH2:8][C:9]2=[O:15] |f:0.1|. Reported procedure: A 60% dispersion of sodium hydride in mineral oil (0.39 g, 9.8 mmol) was washed with hexane and the hexane was decanted. DMSO (15 mL) was added to the sodium hydride and the resultant suspension was stirred vigorously. To the suspension was added a solution of 2.5 g (9.8 mmol) of 5,6-dihydroxy-3-phenyl-1,2,3,4-tetrahydro-1-naphthalenone, from Step 1, in 10 mL of DMSO. The mixture was stirred at ambient temperature for 80 min and 0.61 mL (9.8 mmol) of methyl iodide was added in one portion. The r... Yield: 43.0%. The reactants are Brc1nccs1, CN1CCC(c2c[nH]c3ccc(B(O)O)cc23)CC1, ClCCl, [Na+], [Na+], O=C([O-])[O-], C1CCOC1. The product is CN1CCC(c2c[nH]c3ccc(-c4nccs4)cc23)CC1. As a reaction SMILES: [Br:20][c:21]1[s:22][cH:23][cH:24][n:25]1.[CH3:1][N:2]1[CH2:3][CH2:4][CH:5]([c:8]2[cH:9][nH:10][c:11]3[cH:12][cH:13][c:14]([B:17]([OH:18])[OH:19])[cH:15][c:16]23)[CH2:6][CH2:7]1.[Cl:26][CH2:27][Cl:28].[Na+:29].[Na+:30].[O-:31][C:32](=[O:33])[O-:34].[O:35]1[CH2:36][CH2:37][CH2:38][CH2:39]1>>[CH3:1][N:2]1[CH2:3][CH2:4][CH:5]([c:8]2[cH:9][nH:10][c:11]3[cH:12][cH:13][c:14](-[c:21]4[s:22][cH:23][cH:24][n:25]4)[cH:15][c:16]23)[CH2:6][CH2:7]1.